Dataset: the Open Reaction Database (ORD), a public repository of structured organic reaction records. Task: describe an organic reaction: reactants, conditions, products, and yield Yields the product COc1cc(-n2ccc(SC)nc2=O)ccc1OCC(C)(C)O. RXN SMILES: [Br:16][c:17]1[cH:18][c:19]([O:29][CH3:30])[c:20]([O:21][CH2:22][C:23]([CH3:24])([OH:25])[CH3:26])[cH:27][cH:28]1.[CH3:1][NH:2][CH2:3][CH2:4][NH:5][CH3:6].[CH3:7][S:8][c:9]1[n:10][c:11](=[O:15])[nH:12][cH:13][cH:14]1.[Cl:39][CH2:40][Cl:41].[Cu:42][I:43].[K+:36].[K+:37].[K+:38].[P:31]([O-:32])([O-:33])([O-:34])=[O:35]>>[CH3:7][S:8][c:9]1[n:10][c:11](=[O:15])[n:12](-[c:17]2[cH:18][c:19]([O:29][CH3:30])[c:20]([O:21][CH2:22][C:23]([CH3:24])([OH:25])[CH3:26])[cH:27][cH:28]2)[cH:13][cH:14]1. Starting materials: COc1cc(Br)ccc1OCC(C)(C)O, CNCCNC, CSc1cc[nH]c(=O)n1, ClCCl, [Cu]I, [K+], [K+], [K+], O=P([O-])([O-])[O-]. RXN SMILES: [CH3:1][C:2]1[O:3][C:4](=O)[C:5]2[C:10]([CH:11]=1)=[CH:9][CH:8]=[C:7]([C:12]([O:14][CH3:15])=[O:13])[CH:6]=2.[NH3:17].Cl>C1COCC1>[OH:3][C:4]1[C:5]2[C:10](=[CH:9][CH:8]=[C:7]([C:12]([O:14][CH3:15])=[O:13])[CH:6]=2)[CH:11]=[C:2]([CH3:1])[N:17]=1. Reported procedure: A mixture of methyl 3-methyl-1-oxo-1H-isochromene-7-carboxylate (1.0 g), 29% aqueous ammonia solution (30 mL) and THF (30 mL) was stirred at room temperature for 8 hours. The reaction mixture was neutralized with hydrochloric acid, and the precipitate was collected by filtration to obtain methyl 1-hydroxy-3-methylisoquinoline-7-carboxylate (390 mg). Run in C1CCOC1 (THF). The product is OC1=NC(=CC2=CC=C(C=C12)C(=O)OC)C (methyl 1-hydroxy-3-methylisoquinoline-7-carboxylate). Reaction conditions: time 8 hour. The reactants are CC=1OC(C2=CC(=CC=C2C1)C(=O)OC)=O (methyl 3-methyl-1-oxo-1H-isochromene-7-carboxylate), N (ammonia), Cl (hydrochloric acid). Reactants: CS(=O)(=O)OCCOCc1ccccc1, CN(C)C=O, O=C1NCCN1c1ccc(C(F)(F)F)cc1, O. Product: O=C1N(CCOCc2ccccc2)CCN1c1ccc(C(F)(F)F)cc1. RXN SMILES: [CH3:17][S:18]([O:19][CH2:22][CH2:23][O:24][CH2:25][c:26]1[cH:27][cH:28][cH:29][cH:30][cH:31]1)(=[O:20])=[O:21].[CH3:33][N:34]([CH3:35])[CH:36]=[O:37].[F:1][C:2]([c:3]1[cH:4][cH:5][c:6]([N:9]2[C:10](=[O:14])[NH:11][CH2:12][CH2:13]2)[cH:7][cH:8]1)([F:15])[F:16].[OH2:32]>>[F:1][C:2]([c:3]1[cH:4][cH:5][c:6]([N:9]2[C:10](=[O:14])[N:11]([CH2:22][CH2:23][O:24][CH2:25][c:26]3[cH:27][cH:28][cH:29][cH:30][cH:31]3)[CH2:12][CH2:13]2)[cH:7][cH:8]1)([F:15])[F:16]. Conditions: temperature 120 celsius, time 16 hour. Product: C(C)(C)(C)OC(=O)N1OC2(CCC1CC2)CCN2C[C@@H]([C@H](CC2)OC(C(C)(C)C)=O)C (1-{2-[(3S,4S)-4-(2,2-Dimethyl-propionyloxy)-3-methyl-piperidin-1-yl]-ethyl}-2-oxa-3-aza-bicyclo[2.2.2]octane-3-carboxylic acid tert-butyl ester). Reactants: C(C1=CC=CC=C1)(=O)C(C(C(=O)O)(O)C(C1=CC=CC=C1)=O)(O)C(=O)O.C[C@H]1CNCC[C@@H]1OC(C(C)(C)C)=O (2,2-Dimethyl-propionic acid (3S,4S)-3-methyl-piperidin-4-yl ester (−)-dibenzoyltartrate), [I-].C(#N)C[P+](C)(C)C (cyanomethyl-trimethyl-phosphonium iodide), C(C)(C)N(CC)C(C)C (diisopropyl ethyl amine), C(C)(C)(C)OC(=O)N1O[C@]2(C=C[C@@H]1CC2)CCO ((1S,4S)-1-(2-Hydroxy-ethyl)-2-oxa-3-aza-bicyclo[2.2.2]oct-5-ene-3-carboxylic acid tert-butyl ester). Reported procedure: (1S,4S)-1-(2-Hydroxy-ethyl)-2-oxa-3-aza-bicyclo[2.2.2]oct-5-ene-3-carboxylic acid tert-butyl ester (11) (620 mg, 2.41 mmol) is dissolved in 24 ml of propionitrile and after addition of amine 6 (480 mg, 2.41 mmol), cyanomethyl-trimethyl-phosphonium iodide (796 mg, 6 mmol) and diisopropyl ethyl amine (2 ml, 12 mmol) the mixture is stirred for 16 h at 120° C. Then the mixture is evaporated under reduced pressure. The residue is diluted with ethyl acetate, washed 10% K2CO3- and NaCl-solution, and dr... Reaction SMILES: [C:1]([O:5][C:6]([N:8]1[C@H:13]2[CH2:14][CH2:15][C@:10]([CH2:16][CH2:17]O)([CH:11]=[CH:12]2)[O:9]1)=[O:7])([CH3:4])([CH3:3])[CH3:2].C(C(C(O)=O)(O)C(C(=O)C1C=CC=CC=1)(O)C(O)=O)(=O)C1C=CC=CC=1.[CH3:45][C@@H:46]1[C@@H:51]([O:52][C:53](=[O:58])[C:54]([CH3:57])([CH3:56])[CH3:55])[CH2:50][CH2:49][NH:48][CH2:47]1.[I-].C(C[P+](C)(C)C)#N.C(N(C(C)C)CC)(C)C>C(#N)CC>[C:1]([O:5][C:6]([N:8]1[CH:13]2[CH2:14][CH2:15][C:10]([CH2:16][CH2:17][N:48]3[CH2:49][CH2:50][C@H:51]([O:52][C:53](=[O:58])[C:54]([CH3:57])([CH3:56])[CH3:55])[C@@H:46]([CH3:45])[CH2:47]3)([CH2:11][CH2:12]2)[O:9]1)=[O:7])([CH3:4])([CH3:3])[CH3:2] |f:1.2,3.4|. Run in C(CC)#N (propionitrile).